This data is from the Open Reaction Database (ORD), a public repository of structured organic reaction records. The task is: describe an organic reaction: reactants, conditions, products, and yield Starting materials: Nc1c(Cl)cc(CC(OC(=O)N2CCC(N3CCc4ccccc4NC3=O)CC2)C(=O)N2CCC(N3CCCC3C(=O)O)CC2)cc1C(F)(F)F, OCCN1CCOCC1. Product: Nc1c(Cl)cc(CC(OC(=O)N2CCC(N3CCc4ccccc4NC3=O)CC2)C(=O)N2CCC(N3CCCC3C(=O)OCCN3CCOCC3)CC2)cc1C(F)(F)F. RXN SMILES: [O:1]=[C:2]1[NH:3][c:4]2[c:5]([cH:48][cH:49][cH:50][cH:51]2)[CH2:6][CH2:7][N:8]1[CH:9]1[CH2:10][CH2:11][N:12]([C:15](=[O:16])[O:17][CH:18]([C:19](=[O:20])[N:21]2[CH2:22][CH2:23][CH:24]([N:27]3[CH:28]([C:32](=[O:33])[OH:34])[CH2:29][CH2:30][CH2:31]3)[CH2:25][CH2:26]2)[CH2:35][c:36]2[cH:37][c:38]([Cl:47])[c:39]([NH2:46])[c:40]([C:42]([F:43])([F:44])[F:45])[cH:41]2)[CH2:13][CH2:14]1.[O:52]1[CH2:53][CH2:54][N:55]([CH2:58][CH2:59][OH:60])[CH2:56][CH2:57]1>>[O:1]=[C:2]1[NH:3][c:4]2[c:5]([cH:48][cH:49][cH:50][cH:51]2)[CH2:6][CH2:7][N:8]1[CH:9]1[CH2:10][CH2:11][N:12]([C:15](=[O:16])[O:17][CH:18]([C:19](=[O:20])[N:21]2[CH2:22][CH2:23][CH:24]([N:27]3[CH:28]([C:32](=[O:33])[O:34][CH2:59][CH2:58][N:55]4[CH2:54][CH2:53][O:52][CH2:57][CH2:56]4)[CH2:29][CH2:30][CH2:31]3)[CH2:25][CH2:26]2)[CH2:35][c:36]2[cH:37][c:38]([Cl:47])[c:39]([NH2:46])[c:40]([C:42]([F:43])([F:44])[F:45])[cH:41]2)[CH2:13][CH2:14]1. Starting materials: Cl (hydrochloric acid), C[C@@H]1[C@H](C2=CC=CC=C2C1)NC(COC)=O (N-[(1R,2S)-2-methyl-1-indanyl]-2-methoxyacetamide). Run in C(C)O (ethanol), O (water). Yields the product Cl.N[C@@H]1[C@H](CC2=CC=CC=C12)C ((1R,2S)-1-amino-2-methylindane hydrochloride). RXN SMILES: [ClH:1].[CH3:2][C@H:3]1[CH2:11][C:10]2[C:5](=[CH:6][CH:7]=[CH:8][CH:9]=2)[C@@H:4]1[NH:12]C(=O)COC>C(O)C.O>[ClH:1].[NH2:12][C@H:4]1[C:5]2[C:10](=[CH:9][CH:8]=[CH:7][CH:6]=2)[CH2:11][C@@H:3]1[CH3:2] |f:4.5|. Reported procedure: Concentrated hydrochloric acid (8 ml) was added to a solution of N-[(1R,2S)-2-methyl-1-indanyl]-2-methoxyacetamide (5.9 g, 0.0269 mol) in ethanol and water, and the mixture heated for 12 hours at reflux. The solvent was evaporated and a small amount of ethyl acetate added. The undissolved solid was filtered off to give (1R,2S)-1-amino-2-methylindane hydrochloride (1.0 g) as a solid, chemical purity>95%. Starting materials: [Cl-].[NH4+] (ammonium chloride), C(CC)S (n-propanethiol), CC(C)([O-])C.[K+] (potassium t-butoxide), C1(=CC=CC=C1)C(SCC1=COC2=C1C=CC=C2OC)C2=CC=CC=C2 (3-(diphenylmethylthiomethyl)-7-methoxybenzofuran). Run in CN(C)C=O (DMF). Yields the product C1(=CC=CC=C1)C(SCC1=COC2=C1C=CC=C2O)C2=CC=CC=C2 (3-(diphenylmethylthiomethyl)-7-hydroxybenzofuran). Isolated yield 60.1%. Reaction SMILES: [C:1]1([CH:7]([C:21]2[CH:26]=[CH:25][CH:24]=[CH:23][CH:22]=2)[S:8][CH2:9][C:10]2[C:14]3[CH:15]=[CH:16][CH:17]=[C:18]([O:19]C)[C:13]=3[O:12][CH:11]=2)[CH:6]=[CH:5][CH:4]=[CH:3][CH:2]=1.C(S)CC.CC(C)([O-])C.[K+].[Cl-].[NH4+]>CN(C=O)C>[C:21]1([CH:7]([C:1]2[CH:6]=[CH:5][CH:4]=[CH:3][CH:2]=2)[S:8][CH2:9][C:10]2[C:14]3[CH:15]=[CH:16][CH:17]=[C:18]([OH:19])[C:13]=3[O:12][CH:11]=2)[CH:26]=[CH:25][CH:24]=[CH:23][CH:22]=1 |f:2.3,4.5|. Reported procedure: Under argon atmosphere, 3-(diphenylmethylthiomethyl)-7-methoxybenzofuran (45 mg) was dissolved in DMF (3 ml) and the solution was stirred at room temperature. To this solution, n-propanethiol (0.20 ml) and potassium t-butoxide (47 mg) were added and the resulting solution was stirred at 100° C. After confirming vanishment of the materials, the reaction mixture was poured into saturated aqueous ammonium chloride solution (5 ml) and the resulting solution was extracted three times with ethyl aceta... Reactants: C1CCNCC1, CCO, O=Cc1cnn2c(NC3CC3)cc(NC3CCCC3)nc12, O=C1CNC(=O)N1. The product is O=C1NC(=O)C(=Cc2cnn3c(NC4CC4)cc(NC4CCCC4)nc23)N1. Reaction SMILES: [CH2:29]1[CH2:30][CH2:31][NH:32][CH2:33][CH2:34]1.[CH3:35][CH2:36][OH:37].[CH:1]1([NH:6][c:7]2[n:8][c:9]3[n:10]([c:11]([NH:13][CH:14]4[CH2:15][CH2:16]4)[cH:12]2)[n:17][cH:18][c:19]3[CH:20]=[O:21])[CH2:2][CH2:3][CH2:4][CH2:5]1.[O:22]=[C:23]1[CH2:24][NH:25][C:26](=[O:27])[NH:28]1>>[CH:1]1([NH:6][c:7]2[n:8][c:9]3[n:10]([c:11]([NH:13][CH:14]4[CH2:15][CH2:16]4)[cH:12]2)[n:17][cH:18][c:19]3[CH:20]=[C:24]2[C:23](=[O:22])[NH:28][C:26](=[O:27])[NH:25]2)[CH2:2][CH2:3][CH2:4][CH2:5]1. Reactants: COC(CN(C(C1=CC(=C(C=C1)OCCCCCCCCCCCCCC)OCCCCCCCCCCCCCC)=O)CC(=O)OC)=O (N-(2-methoxy-2-oxoethyl)-N-[3,4-bis(tetradecyloxy)benzoyl]glycine methyl ester), [OH-].[Na+] (NaOH). The solvent is CO (methanol), O1CCOCC1 (dioxane). The product is C(=O)(O)CN(CC(=O)O)C(C1=CC(=C(C=C1)OCCCCCCCCCCCCCC)OCCCCCCCCCCCCCC)=O (N-(carboxymethyl)-N-[3,4-bis(tetradecyloxy)benzoyl]glycine). Isolated yield 59.3%. RXN SMILES: C[O:2][C:3](=[O:49])[CH2:4][N:5]([CH2:44][C:45]([O:47]C)=[O:46])[C:6](=[O:43])[C:7]1[CH:12]=[CH:11][C:10]([O:13][CH2:14][CH2:15][CH2:16][CH2:17][CH2:18][CH2:19][CH2:20][CH2:21][CH2:22][CH2:23][CH2:24][CH2:25][CH2:26][CH3:27])=[C:9]([O:28][CH2:29][CH2:30][CH2:31][CH2:32][CH2:33][CH2:34][CH2:35][CH2:36][CH2:37][CH2:38][CH2:39][CH2:40][CH2:41][CH3:42])[CH:8]=1.[OH-].[Na+]>CO.O1CCOCC1>[C:45]([CH2:44][N:5]([C:6](=[O:43])[C:7]1[CH:12]=[CH:11][C:10]([O:13][CH2:14][CH2:15][CH2:16][CH2:17][CH2:18][CH2:19][CH2:20][CH2:21][CH2:22][CH2:23][CH2:24][CH2:25][CH2:26][CH3:27])=[C:9]([O:28][CH2:29][CH2:30][CH2:31][CH2:32][CH2:33][CH2:34][CH2:35][CH2:36][CH2:37][CH2:38][CH2:39][CH2:40][CH2:41][CH3:42])[CH:8]=1)[CH2:4][C:3]([OH:49])=[O:2])([OH:47])=[O:46] |f:1.2|. Procedure: A solution of 0.90 g (1.3 mmol) of N-(2-methoxy-2-oxoethyl)-N-[3,4-bis(tetradecyloxy)benzoyl]glycine methyl ester and 1.0 ml (6 mmol) of 6N NaOH in 80 ml of methanol and 35 ml of dioxane was stirred at reflux for 6 hours. The solvents were removed at reduced pressure, the residue was acidified and the product was removed by filtration. Recrystallization from ethyl acetate-hexane gave 0.51 g (59% yield, mp 84°-87° ) of N-(carboxymethyl)-N-[3,4-bis(tetradecyloxy)benzoyl]glycine.